This data is from the Open Reaction Database (ORD), a public repository of structured organic reaction records. The task is: describe an organic reaction: reactants, conditions, products, and yield The reactants are C#C[Si](C)(C)C, CCOC(=O)c1cn(C)c(=O)cc1Nc1ccc(I)cc1F, C1CCOC1, CCCC[N+](CCCC)(CCCC)CCCC, [Cu]I, [F-], CN(C)C=O. Product: C#Cc1ccc(Nc2cc(=O)n(C)cc2C(=O)OCC)c(F)c1. RXN SMILES: [C:23](#[CH:24])[Si:25]([CH3:26])([CH3:27])[CH3:28].[CH2:1]([CH3:2])[O:3][C:4](=[O:5])[c:6]1[cH:7][n:8]([CH3:22])[c:9](=[O:21])[cH:10][c:11]1[NH:12][c:13]1[c:14]([F:20])[cH:15][c:16]([I:19])[cH:17][cH:18]1.[CH2:47]1[O:48][CH2:49][CH2:50][CH2:51]1.[CH3:30][CH2:31][CH2:32][CH2:33][N+:34]([CH2:35][CH2:36][CH2:37][CH3:38])([CH2:39][CH2:40][CH2:41][CH3:42])[CH2:43][CH2:44][CH2:45][CH3:46].[Cu:57][I:58].[F-:29].[O:52]=[CH:53][N:54]([CH3:55])[CH3:56]>>[CH2:1]([CH3:2])[O:3][C:4](=[O:5])[c:6]1[cH:7][n:8]([CH3:22])[c:9](=[O:21])[cH:10][c:11]1[NH:12][c:13]1[c:14]([F:20])[cH:15][c:16]([C:23]#[CH:24])[cH:17][cH:18]1. The reactants are O=S(=O)(Br)CBr, ClCCl, C=C1CCCCCC1. Yields the product O=S(=O)(C=C1CCCCCC1)CBr. As a reaction SMILES: [Br:9][CH2:10][S:11](=[O:12])(=[O:13])[Br:14].[CH2:15]([Cl:16])[Cl:17].[CH2:1]=[C:2]1[CH2:3][CH2:4][CH2:5][CH2:6][CH2:7][CH2:8]1>>[CH:1](=[C:2]1[CH2:3][CH2:4][CH2:5][CH2:6][CH2:7][CH2:8]1)[S:11]([CH2:10][Br:9])(=[O:12])=[O:13]. The reactants are BrB(Br)Br, COc1cc(CC#N)ccc1C, ClCCl. Product: Cc1ccc(CC#N)cc1O. RXN SMILES: [B:13]([Br:14])([Br:15])[Br:16].[CH3:1][O:2][c:3]1[cH:4][c:5]([CH2:10][C:11]#[N:12])[cH:6][cH:7][c:8]1[CH3:9].[Cl:17][CH2:18][Cl:19]>>[OH:2][c:3]1[cH:4][c:5]([CH2:10][C:11]#[N:12])[cH:6][cH:7][c:8]1[CH3:9].